Dataset: the Open Reaction Database (ORD), a public repository of structured organic reaction records. Task: describe an organic reaction: reactants, conditions, products, and yield Reactants: [N+](=O)([O-])C1=CC=C(C=C1)N1C=NC=C1 (1-(4-nitrophenyl)imidazole), BrCCC(=O)O (3-bromopropionic acid). The solvent is C1CCOC1 (THF). Yields the product [Br-].C(=O)(O)CCN1C=[N+](C=C1)C1=CC=C(C=C1)[N+](=O)[O-] (3-(2-carboxyethyl)-1-(4-nitrophenyl)imidazolium bromide). RXN SMILES: [N+:1]([C:4]1[CH:9]=[CH:8][C:7]([N:10]2[CH:14]=[CH:13][N:12]=[CH:11]2)=[CH:6][CH:5]=1)([O-:3])=[O:2].[Br:15][CH2:16][CH2:17][C:18]([OH:20])=[O:19]>C1COCC1>[Br-:15].[C:18]([CH2:17][CH2:16][N:12]1[CH:13]=[CH:14][N+:10]([C:7]2[CH:6]=[CH:5][C:4]([N+:1]([O-:3])=[O:2])=[CH:9][CH:8]=2)=[CH:11]1)([OH:20])=[O:19] |f:3.4|. Procedure: According to the general synthesis procedure, 0.756 mmol (0.250 g) 1-(4-nitrophenyl)imidazole and 0.756 mmol (0.115 g) 3-bromopropionic acid are dissolved in 5 ml THF and heated for 17 h to 90° C. The reactants are CCOC(=O)CBr, [K+], [K+], NN1C(=O)c2ccccc2C1=O, O=C([O-])[O-]. The product is CCOC(=O)CNN1C(=O)c2ccccc2C1=O. RXN SMILES: [Br:13][CH2:14][C:15](=[O:16])[O:17][CH2:18][CH3:19].[K+:20].[K+:21].[NH2:1][N:2]1[C:3](=[O:12])[c:4]2[cH:5][cH:6][cH:7][cH:8][c:9]2[C:10]1=[O:11].[O-:22][C:23]([O-:24])=[O:25]>>[NH:1]([N:2]1[C:3](=[O:12])[c:4]2[cH:5][cH:6][cH:7][cH:8][c:9]2[C:10]1=[O:11])[CH2:14][C:15](=[O:16])[O:17][CH2:18][CH3:19]. Reactants: ClCl (chlorine), C(C)OC(C)(OCC)OCC (1,1,1-triethoxyethane), ClCl (chlorine). Solvent: C(C)O (ethanol). Reaction conditions: time 4 hour. Yields the product ClCC(OC)(OC)OC (2-chloro-1,1,1 trimethoxyethane). Yield: 90.9%. As a reaction SMILES: [CH2:1]([O:3][C:4]([O:9][CH2:10]C)([O:6][CH2:7]C)[CH3:5])C.[Cl:12]Cl>C(O)C>[Cl:12][CH2:5][C:4]([O:9][CH3:10])([O:6][CH3:7])[O:3][CH3:1]. Procedure details: A 1000 ml flask equipped with a stirrer and gas inlet tube was initially charged at 10° C. with a mixture of 648 g (4 mol) of 1,1,1-triethoxyethane and 70 g (approx. 11% by weight) of ethanol. Within 4 hours, 260 g (3.70 mol) of chlorine were introduced into the flask in gaseous form, and the internal temperature of the flask did not rise above 15° C. Once the entire amount of chlorine had been introduced into the flask, the mixture was worked-up by distillation. A distillation apparatus having ... Starting materials: C(=O)(O)C=1C=C2CCC(NC2=CC1)=O (6-carboxy-3,4-dihydrocarbostyril), Cl (hydrochloric acid), Cl (hydrochloride), C1(CCCCC1)N=C=NC1CCCCC1 (DCC), C(\C=C(/C)\CCC=C(C)C)N1CCNCC1 (geranylpiperazine). Run in C(Cl)(Cl)Cl (chloroform), C(C)OCC (diethyl ether), C(C)O (ethanol), O1CCOCC1 (dioxane). Run at time 5 hour. Yields the product Cl.C(\C=C(/C)\CCC=C(C)C)N1CCN(CC1)C(=O)C=1C=C2CCC(NC2=CC1)=O (6-(4-geranyl-1-piperazinylcarbonyl)-3,4-dihydrocarbostyril.hydrochloride). Reaction SMILES: [C:1]([C:4]1[CH:5]=[C:6]2[C:11](=[CH:12][CH:13]=1)[NH:10][C:9](=[O:14])[CH2:8][CH2:7]2)([OH:3])=O.C1(N=C=NC2CCCCC2)CCCCC1.[CH2:30]([N:40]1[CH2:45][CH2:44][NH:43][CH2:42][CH2:41]1)/[CH:31]=[C:32](/[CH2:34][CH2:35][CH:36]=[C:37]([CH3:39])[CH3:38])\[CH3:33].[ClH:46]>O1CCOCC1.C(O)C.C(Cl)(Cl)Cl.C(OCC)C>[ClH:46].[CH2:30]([N:40]1[CH2:41][CH2:42][N:43]([C:1]([C:4]2[CH:5]=[C:6]3[C:11](=[CH:12][CH:13]=2)[NH:10][C:9](=[O:14])[CH2:8][CH2:7]3)=[O:3])[CH2:44][CH2:45]1)/[CH:31]=[C:32](/[CH2:34][CH2:35][CH:36]=[C:37]([CH3:38])[CH3:39])\[CH3:33] |f:8.9|. Reported procedure: 1.0 Gram of 6-carboxy-3,4-dihydrocarbostyril, 1.3 g of DCC (dicyclohexylcarbodiimide) and 1.4 g of geranylpiperazine were suspended in 10 ml of dioxane, and the suspension was stirred at 60°-70° C. for 5 hours. After the reaction was finished, the solvent was removed from the reaction mixture by evaporation, then to the residue thus obtained was added a certain amount of diethyl ether and the crystals formed were removed by filtration. The mother liquor was concentrated, and the residue thus obt... Reactants: Cl[Si](C)(C)Cl (dichlorodimethylsilane), Grignard reagent, [Mg] (magnesium), CC=1CC2=C(C=CC=C2C1)Br (2-methyl-7-bromo-1H-indene), BrCCBr (1,2-dibromoethane). Run in C1CCOC1 (THF), C1CCOC1 (THF), C1CCOC1 (THF). Product: Cl[Si](C=1C=CC=C2C=C(CC12)C)(C)C (Chloro(dimethyl)(2-methyl-1H-inden-7-yl)silane). As a reaction SMILES: [Mg].[CH3:2][C:3]1[CH2:4][C:5]2[C:10]([CH:11]=1)=[CH:9][CH:8]=[CH:7][C:6]=2Br.BrCCBr.[Cl:17][Si:18](Cl)([CH3:20])[CH3:19]>C1COCC1>[Cl:17][Si:18]([CH3:20])([CH3:19])[C:6]1[CH:7]=[CH:8][CH:9]=[C:10]2[C:5]=1[CH2:4][C:3]([CH3:2])=[CH:11]2. Reported procedure: To 11.9 g (0.496 mol) of magnesium turnings in 80 mL of dry THF a solution of 50.0 g (0.239 mol) of 2-methyl-7-bromo-1H-indene and 45.0 g (0.239 mol) of 1,2-dibromoethane in 620 mL of THF was added dropwise by vigorous stirring in such rate that the mixture is refluxed. Then, this mixture was additionally refluxed for 30 minutes. Further on, to a solution of 110 g (0.853 mol) of dichlorodimethylsilane in 100 mL of THF the above-obtained solution of the Grignard reagent was added dropwise with vi... Starting materials: CCOC(=O)CBr, CCO, CCO, O=C1c2c(cc(O)c(Cl)c2Cl)CC1c1ccccc1, [Na], O. Product: CCOC(=O)COc1cc2c(c(Cl)c1Cl)C(=O)C(c1ccccc1)C2. As a reaction SMILES: [Br:24][CH2:25][C:26](=[O:27])[O:28][CH2:29][CH3:30].[CH2:32]([OH:33])[CH3:34].[CH3:2][CH2:3][OH:4].[Cl:5][c:6]1[c:7]([OH:23])[cH:8][c:9]2[c:13]([c:14]1[Cl:15])[C:12](=[O:16])[CH:11]([c:17]1[cH:18][cH:19][cH:20][cH:21][cH:22]1)[CH2:10]2.[Na:1].[OH2:31]>>[Cl:5][c:6]1[c:7]([O:23][CH2:25][C:26](=[O:27])[O:28][CH2:29][CH3:30])[cH:8][c:9]2[c:13]([c:14]1[Cl:15])[C:12](=[O:16])[CH:11]([c:17]1[cH:18][cH:19][cH:20][cH:21][cH:22]1)[CH2:10]2.